Dataset: the Open Reaction Database (ORD), a public repository of structured organic reaction records. Task: describe an organic reaction: reactants, conditions, products, and yield The reactants are C(C)(C)(C)OC(=O)N(C1CCN(CC1)CCN1C(C=CC2=C(C=CC=C12)OCC(=O)OCC)=O)CC1=CC2=C(OCCO2)C=C1 (ethyl (1-(2-(4-((tert-butoxycarbonyl) (2,3-dihydro-1,4-benzodioxin-6-ylmethyl)amino)piperidin-1-yl)ethyl)-2-oxo-1,2-dihydroquinolin-5-yloxy)acetate), FC(C(=O)O)(F)F (trifluoroacetic acid). Solvent: C(Cl)(Cl)Cl (chloroform). Run at time 6 hour. Yields the product O1CCOC2=C1C=CC(=C2)CNC2CCN(CC2)CCN2C(C=CC1=C(C=CC=C21)OCC(=O)OCC)=O (ethyl (1-(2-(4-((2,3-dihydro-1,4-benzodioxin-6-ylmethyl)amino)piperidin-1-yl)ethyl)-2-oxo-1,2-dihydroquinolin-5-yloxy)acetate). Isolated yield 68.9%. As a reaction SMILES: C(OC([N:8]([CH2:35][C:36]1[CH:45]=[CH:44][C:39]2[O:40][CH2:41][CH2:42][O:43][C:38]=2[CH:37]=1)[CH:9]1[CH2:14][CH2:13][N:12]([CH2:15][CH2:16][N:17]2[C:26]3[C:21](=[C:22]([O:27][CH2:28][C:29]([O:31][CH2:32][CH3:33])=[O:30])[CH:23]=[CH:24][CH:25]=3)[CH:20]=[CH:19][C:18]2=[O:34])[CH2:11][CH2:10]1)=O)(C)(C)C.FC(F)(F)C(O)=O>C(Cl)(Cl)Cl>[O:40]1[C:39]2[CH:44]=[CH:45][C:36]([CH2:35][NH:8][CH:9]3[CH2:10][CH2:11][N:12]([CH2:15][CH2:16][N:17]4[C:26]5[C:21](=[C:22]([O:27][CH2:28][C:29]([O:31][CH2:32][CH3:33])=[O:30])[CH:23]=[CH:24][CH:25]=5)[CH:20]=[CH:19][C:18]4=[O:34])[CH2:13][CH2:14]3)=[CH:37][C:38]=2[O:43][CH2:42][CH2:41]1. Reported procedure: To 2 mL of a chloroform solution containing 83 mg of ethyl (1-(2-(4-((tert-butoxycarbonyl) (2,3-dihydro-1,4-benzodioxin-6-ylmethyl)amino)piperidin-1-yl)ethyl)-2-oxo-1,2-dihydroquinolin-5-yloxy)acetate, 2 mL of trifluoroacetic acid was added and stirred at room temperature for 6 hours. After the solvent was removed under reduced pressure and the residue was alkalized by aqueous saturated sodium hydrogen carbonate solution, it was extracted with ethyl acetate. The organic layer was washed sequenti... Reactants: C(C)(=O)OC1=CC=C(C=C)C=C1 (4-Acetoxystyrene), [OH-].[NH4+] (ammonium hydroxide). The solvent is C1CCOC1 (THF), C1CCOC1 (THF). The product is OC1=CC=C(C=C)C=C1 (4-Hydroxystyrene). Reaction SMILES: C([O:4][C:5]1[CH:12]=[CH:11][C:8]([CH:9]=[CH2:10])=[CH:7][CH:6]=1)(=O)C.[OH-].[NH4+]>C1COCC1>[OH:4][C:5]1[CH:12]=[CH:11][C:8]([CH:9]=[CH2:10])=[CH:7][CH:6]=1 |f:1.2|. Procedure details: 4-Acetoxystyrene (105 grams, 0.65 mole) in THF (400 ml) was stirred at room temperature with 14.8 Molar ammonium hydroxide (52 ml, 0.77 mole) for 18 hours. Afterward, the solution was washed three times with brine (250 ml) and dried over anhydrous magnesium sulfate. Solvent was removed in a rotary evaporator and the viscous liquid was dried under high vacuum for 24 hours to give a waxy solid. Typically, this waxy solid is around 90% pure (by NMR), remainder being THF. The reactants are COC1=C(C(=CC(=C1)OC)OC)C1CCCC(N1)=O (6-(2,4,6-trimethoxyphenyl)piperidin-2-one), BrCC1=CC=C(C=C1)OC(F)(F)F (1-(bromomethyl)-4-(trifluoromethoxy)benzene). Product: FC(OC1=CC=C(CN2C(CCCC2C2=C(C=C(C=C2OC)OC)OC)=O)C=C1)(F)F (1-(4-(trifluoromethoxy)benzyl)-6-(2,4,6-trimethoxyphenyl)piperidin-2-one). RXN SMILES: [CH3:1][O:2][C:3]1[CH:8]=[C:7]([O:9][CH3:10])[CH:6]=[C:5]([O:11][CH3:12])[C:4]=1[CH:13]1[NH:18][C:17](=[O:19])[CH2:16][CH2:15][CH2:14]1.Br[CH2:21][C:22]1[CH:27]=[CH:26][C:25]([O:28][C:29]([F:32])([F:31])[F:30])=[CH:24][CH:23]=1>>[F:30][C:29]([F:31])([F:32])[O:28][C:25]1[CH:26]=[CH:27][C:22]([CH2:21][N:18]2[CH:13]([C:4]3[C:3]([O:2][CH3:1])=[CH:8][C:7]([O:9][CH3:10])=[CH:6][C:5]=3[O:11][CH3:12])[CH2:14][CH2:15][CH2:16][C:17]2=[O:19])=[CH:23][CH:24]=1. Procedure details: Prepared according to the described general procedure 4 (GP4) by reaction of 6-(2,4,6-trimethoxyphenyl)piperidin-2-one with commercially available 1-(bromomethyl)-4-(trifluoromethoxy)benzene. Subsequent purification by preparative HPLC afforded the target compound. LC-MS (conditions D): tR=1.10 min.; [M+H]+: 439.78 g/mol. The reactants are BrCC(=O)C1=CC(=C(C=C1)OC)OC (2-bromo-1-(3,4-dimethoxy-phenyl)-ethanone), C1(CC1)C(=N)N (cyclopropanecarboxamidine), [OH-].[Na+] (sodium hydroxide), C(C)O (ethanol). Product: C1(CC1)C=1NC=C(N1)C1=C(C=C(C=C1)OC)OC (2-cyclopropyl-4-(2,4-dimethoxy-phenyl)-1H-imidazole), 0.1. Yield: 53.0%. Reaction SMILES: Br[CH2:2][C:3]([C:5]1[CH:10]=[CH:9][C:8]([O:11][CH3:12])=[C:7](OC)[CH:6]=1)=O.[CH:15]1([C:18]([NH2:20])=[NH:19])[CH2:17][CH2:16]1.[OH-].[Na+].[CH2:23]([OH:25])C>>[CH:15]1([C:18]2[NH:19][CH:2]=[C:3]([C:5]3[CH:6]=[CH:7][C:8]([O:11][CH3:12])=[CH:9][C:10]=3[O:25][CH3:23])[N:20]=2)[CH2:17][CH2:16]1 |f:2.3|. Reported procedure: Ex-105A: A solution of 2-bromo-1-(3,4-dimethoxy-phenyl)-ethanone (0.3 g, 1.16 mmol), cyclopropanecarboxamidine (0.14 g, 1.16 mmol) and sodium hydroxide (0.18 g, 4.5 mmol) in ethanol was refluxed overnight. The solvent was removed under reduced pressure, the residue taken up to water. The aqueous solution was then extracted with dichloromethane which was subsequently washed with brine, dried over sodium bicarbonate and concentrated. The crude product was purified by flash chromatography. Elution ... The reactants are C(N)(=O)C1=C(C=CC=C1)NC(=O)C1=CN=NC=C1 (N-(2-carbamoylphenyl)pyridazine-4-carboxamide), C[O-].[Na+] (sodium methoxide). The solvent is C1(=CC=CC=C1)C (toluene). Reaction conditions: temperature 110 celsius. The product is N1=NC=C(C=C1)C1=NC2=CC=CC=C2C(N1)=O (2-(pyridazin-4-yl)quinazolin-4(3H)-one). Yield: 31.7%. Reaction SMILES: [C:1]([C:4]1[CH:9]=[CH:8][CH:7]=[CH:6][C:5]=1[NH:10][C:11]([C:13]1[CH:18]=[CH:17][N:16]=[N:15][CH:14]=1)=O)(=[O:3])[NH2:2].C[O-].[Na+]>C1(C)C=CC=CC=1>[N:16]1[CH:17]=[CH:18][C:13]([C:11]2[NH:2][C:1](=[O:3])[C:4]3[C:5](=[CH:6][CH:7]=[CH:8][CH:9]=3)[N:10]=2)=[CH:14][N:15]=1 |f:1.2|. Procedure details: A 100 mL round-bottom flask equipped with a Dean-Stark trap was charged with a mixture of N-(2-carbamoylphenyl)pyridazine-4-carboxamide (300 mg, 1.0 eq.), sodium methoxide (401 mg, 7.4 mmol, 6.0 eq.) and 10 mL of anhydrous toluene. The reaction mixture was heated to 110° C. and refluxed overnight. After cooling, the volatiles were removed in vacuo and the residue was quenched with a saturated aqueous solution of NH4Cl (10 mL). The pH of the mixture was adjusted to 3 with 10% HCl in water. The so... Reactants: O (Water), FC(C1=NC2=C(N1)C=CC(=C2)NC(OCC(Cl)(Cl)Cl)=O)(F)F (2,2,2-trichloroethyl [2-(trifluoromethyl)-1H-benzimidazol-5-yl]carbamate), C1(=CC=CC=C1)C1=NSC(=N1)N1CCNCC1 (1-(3-phenyl-1,2,4-thiadiazol-5-yl)piperazine), C(C)(C)N(CC)C(C)C (diisopropylethylamine). Solvent: CS(=O)C (dimethyl sulfoxide). The product is C1(=CC=CC=C1)C1=NSC(=N1)N1CCN(CC1)C(=O)NC1=CC2=C(NC(=N2)C(F)(F)F)C=C1 (4-(3-Phenyl-1,2,4-thiadiazol-5-yl)-N-[2-(trifluoromethyl)-1H-benzimidazol-5-yl]piperazine-1-carboxamide). Yield: 32.9%. RXN SMILES: [F:1][C:2]([F:22])([F:21])[C:3]1[NH:7][C:6]2[CH:8]=[CH:9][C:10]([NH:12][C:13](=[O:20])OCC(Cl)(Cl)Cl)=[CH:11][C:5]=2[N:4]=1.[C:23]1([C:29]2[N:33]=[C:32]([N:34]3[CH2:39][CH2:38][NH:37][CH2:36][CH2:35]3)[S:31][N:30]=2)[CH:28]=[CH:27][CH:26]=[CH:25][CH:24]=1.C(N(C(C)C)CC)(C)C.O>CS(C)=O>[C:23]1([C:29]2[N:33]=[C:32]([N:34]3[CH2:39][CH2:38][N:37]([C:13]([NH:12][C:10]4[CH:9]=[CH:8][C:6]5[NH:7][C:3]([C:2]([F:1])([F:21])[F:22])=[N:4][C:5]=5[CH:11]=4)=[O:20])[CH2:36][CH2:35]3)[S:31][N:30]=2)[CH:24]=[CH:25][CH:26]=[CH:27][CH:28]=1. Procedure: A mixed solution of 2,2,2-trichloroethyl [2-(trifluoromethyl)-1H-benzimidazol-5-yl]carbamate (278 mg, 0.738 mmol), 1-(3-phenyl-1,2,4-thiadiazol-5-yl)piperazine (200 mg, 0.811 mmol) and diisopropylethylamine (0.129 ml, 0.738 mmol) in dimethyl sulfoxide (2.5 ml) was stirred at 70° C. for 3 hours and half. Water was poured to the reaction mixture, and the resulting solution was extracted with ethyl acetate. The extract was washed with water and dried over anhydrous magnesium sulfate, and the solven... Reactants: NC=1C(=NC(=C(C1)C(F)(F)F)Br)C(=O)NN (3-amino-6-bromo-5-(trifluoromethyl)picolinohydrazide), COC(=O)C1=NC=C(C=C1N)C(F)(F)F (3-Amino-5-trifluoromethyl-pyridine-2-carboxylic acid methyl ester), COC(=O)C1=NC(=C(C=C1N)C(F)(F)F)Br (3-Amino-6-bromo-5-trifluoromethyl-pyridine-2-carboxylic acid methyl ester), COC(=O)C1=NC=C(C=C1N)C(F)(F)F (3-Amino-5-trifluoromethyl-pyridine-2-carboxylic acid methyl ester). Product: NC=1C(=NC=C(C1)C(F)(F)F)C(=O)NN (3-Amino-5-(trifluoromethyl)picolinohydrazide). As a reaction SMILES: [NH2:1][C:2]1[C:3]([C:13]([NH:15][NH2:16])=[O:14])=[N:4][C:5](Br)=[C:6]([C:8]([F:11])([F:10])[F:9])[CH:7]=1.COC(C1C(N)=CC(C(F)(F)F)=C(Br)N=1)=O.COC(C1C(N)=CC(C(F)(F)F)=CN=1)=O>>[NH2:1][C:2]1[C:3]([C:13]([NH:15][NH2:16])=[O:14])=[N:4][CH:5]=[C:6]([C:8]([F:10])([F:9])[F:11])[CH:7]=1. Procedure: The title compound was prepared analogously to Intermediate H by replacing 3-amino-6-bromo-5-trifluoromethyl-pyridine-2-carboxylic acid methyl ester (Intermediate A4) with 3-Amino-5-trifluoromethyl-pyridine-2-carboxylic acid methyl ester (Intermediate A3); Starting materials: C1(=CC=C(C=C1)S(=O)(=O)OC[C@H]1CO1)C ((R)-glycidyl 4-toluenesulphonate), FC(C=1C=CC(=C(C=O)C1)O)(F)F (5-trifluoromethyl-2-hydroxybenzaldehyde), C([O-])([O-])=O.[K+].[K+] (potassium carbonate). Run in CN(C=O)C (dimethylformamide), [Cl-].[Na+].O (brine). Reaction conditions: temperature 60 celsius. The product is FC(C=1C=CC(=C(C=O)C1)OC[C@H]1CO1)(F)F ((R)-5-trifluoromethyl-2-(2,3-epoxypropoxy)benzaldehyde). Yield: 72.2%. Reaction SMILES: C1(C)C=CC(S(O[CH2:11][C@@H:12]2[O:14][CH2:13]2)(=O)=O)=CC=1.[F:16][C:17]([F:28])([F:27])[C:18]1[CH:19]=[CH:20][C:21]([OH:26])=[C:22]([CH:25]=1)[CH:23]=[O:24].C(=O)([O-])[O-].[K+].[K+]>CN(C)C=O.[Cl-].[Na+].O>[F:16][C:17]([F:27])([F:28])[C:18]1[CH:19]=[CH:20][C:21]([O:26][CH2:11][C@@H:12]2[O:14][CH2:13]2)=[C:22]([CH:25]=1)[CH:23]=[O:24] |f:2.3.4,6.7.8|. Reported procedure: A mixture of (R)-glycidyl 4-toluenesulphonate (24 g), 5-trifluoromethyl-2-hydroxybenzaldehyde (20 g) and potassium carbonate (16 g) in dimethylformamide (550 ml) was stirred and heated at 60° C. for 72 hours. After cooling, brine (1.5 L) was added and the resultant mixture extracted with ether (4×500 ml). The combined ether extracts were washed with brine (2×500 ml), then water (500 ml) and dried over magnesium sulphate. The residue was purified by flash column chromatography on silica eluting w... Reactants: FC=1C=C(C=C(C1)F)NC1=NC=CC=C1[N+](=O)[O-] (N-(3,5-difluorophenyl)-3-nitro-pyridin-2-amine), O (water). The reagents and catalysts are [Fe] (iron). Run in CC(=O)O (AcOH). Reaction conditions: temperature 100 celsius. The product is FC=1C=C(C=C(C1)F)N1C(C(=CC=C1)N)N (N1-(3,5-Difluorophenyl)-pyridine-2,3-diamine). Reaction SMILES: [F:1][C:2]1[CH:3]=[C:4]([NH:9][C:10]2[C:15]([N+:16]([O-])=O)=[CH:14][CH:13]=[CH:12][N:11]=2)[CH:5]=[C:6]([F:8])[CH:7]=1.O>CC(O)=O.[Fe]>[F:1][C:2]1[CH:3]=[C:4]([N:9]2[CH:12]=[CH:13][CH:14]=[C:15]([NH2:16])[CH:10]2[NH2:11])[CH:5]=[C:6]([F:8])[CH:7]=1. Reported procedure: To a solution of N-(3,5-difluorophenyl)-3-nitro-pyridin-2-amine (2.0 g, 7.96 mmol) in AcOH (24 mL) was added iron powder (1.33 g, 23.8 mmol) and the reaction mixture was heated to 100° C. for 1 h. The reaction mixture was cooled to rt and water (70 mL) was added. The organic layer was extracted with EtOAc (350 mL) and was basified by using satd. sodium bicarbonate solution (150 mL), dried over sodium sulfate and concentrated in vacuo to provide N1-(3,5-Difluorophenyl)-pyridine-2,3-diamine. The c... RXN SMILES: [CH3:35][C:36]([CH2:37][CH2:38][NH:39][C:40]([CH:41]([CH2:42][CH:43]([CH:44]([CH2:45][c:46]1[cH:47][cH:48][cH:49][cH:50][cH:51]1)[NH2:52])[OH:53])[CH3:54])=[O:55])([CH3:56])[CH3:57].[Cl:61][CH2:62][Cl:63].[Cl:69][CH2:70][Cl:71].[N-:58]=[C:59]=[O:60].[NH:1]=[C:2]=[NH:3].[O:14]=[C:15]1[N:16]([c:20]2[cH:21][c:22]([C:32](=[O:33])[OH:34])[cH:23][c:24](-[c:26]3[cH:27][cH:28][cH:29][cH:30][cH:31]3)[cH:25]2)[CH2:17][CH2:18][CH2:19]1.[O:64]=[CH:65][N:66]([CH3:67])[CH3:68].[OH:4][n:5]1[c:6]2[c:7]([cH:8][cH:9][cH:10][cH:11]2)[n:12][n:13]1>>[O:14]=[C:15]1[N:16]([c:20]2[cH:21][c:22]([C:32](=[O:33])[NH:52][CH:44]([CH:43]([CH2:42][CH:41]([C:40]([NH:39][CH2:38][CH2:37][C:36]([CH3:35])([CH3:56])[CH3:57])=[O:55])[CH3:54])[OH:53])[CH2:45][c:46]3[cH:47][cH:48][cH:49][cH:50][cH:51]3)[cH:23][c:24](-[c:26]3[cH:27][cH:28][cH:29][cH:30][cH:31]3)[cH:25]2)[CH2:17][CH2:18][CH2:19]1. Product: CC(CC(O)C(Cc1ccccc1)NC(=O)c1cc(-c2ccccc2)cc(N2CCCC2=O)c1)C(=O)NCCC(C)(C)C. Reactants: CC(CC(O)C(N)Cc1ccccc1)C(=O)NCCC(C)(C)C, ClCCl, ClCCl, [N-]=C=O, N=C=N, O=C(O)c1cc(-c2ccccc2)cc(N2CCCC2=O)c1, CN(C)C=O, On1nnc2ccccc21.